This data is from the Open Reaction Database (ORD), a public repository of structured organic reaction records. The task is: describe an organic reaction: reactants, conditions, products, and yield Reactants: CCOC(C)=O, CCCCCC, Cc1oc2c(C)c(C)c(N)c(C)c2c1-c1ccc(F)cc1, O=C(Cl)c1ccc(F)cc1. The product is Cc1oc2c(C)c(C)c(NC(=O)c3ccc(F)cc3)c(C)c2c1-c1ccc(F)cc1. Reaction SMILES: [C:38]([O:39][CH2:40][CH3:41])(=[O:42])[CH3:43].[CH3:32][CH2:33][CH2:34][CH2:35][CH2:36][CH3:37].[F:1][c:2]1[cH:3][cH:4][c:5](-[c:8]2[c:9]([CH3:21])[o:10][c:11]3[c:12]2[c:13]([CH3:20])[c:14]([NH2:19])[c:15]([CH3:18])[c:16]3[CH3:17])[cH:6][cH:7]1.[F:22][c:23]1[cH:24][cH:25][c:26]([C:27](=[O:28])[Cl:29])[cH:30][cH:31]1>>[F:1][c:2]1[cH:3][cH:4][c:5](-[c:8]2[c:9]([CH3:21])[o:10][c:11]3[c:12]2[c:13]([CH3:20])[c:14]([NH:19][C:27]([c:26]2[cH:25][cH:24][c:23]([F:22])[cH:31][cH:30]2)=[O:28])[c:15]([CH3:18])[c:16]3[CH3:17])[cH:6][cH:7]1. Starting materials: COc1ccc2[nH]c3c(c2c1)CCSCCC3, CN(C)CCCCl, [H-], [Na+]. Product: COc1ccc2c(c1)c1c(n2CCCN(C)C)CCCSCC1. Reaction SMILES: [CH3:1][O:2][c:3]1[cH:4][c:5]2[c:6]3[c:7]([nH:8][c:9]2[cH:10][cH:11]1)[CH2:12][CH2:13][CH2:14][S:15][CH2:16][CH2:17]3.[CH3:20][N:21]([CH2:22][CH2:23][CH2:24][Cl:25])[CH3:26].[H-:18].[Na+:19]>>[CH3:1][O:2][c:3]1[cH:4][c:5]2[c:6]3[c:7]([n:8]([CH2:24][CH2:23][CH2:22][N:21]([CH3:20])[CH3:26])[c:9]2[cH:10][cH:11]1)[CH2:12][CH2:13][CH2:14][S:15][CH2:16][CH2:17]3. Starting materials: [Cl-], COc1ncc(C2(O)C(=O)Nc3ccc(Cl)cc32)c(OC)n1, ClCCl, [NH4+], O=S(Cl)Cl, c1ccncc1. Yields the product COc1ncc(C2(Cl)C(=O)Nc3ccc(Cl)cc32)c(OC)n1. Reaction SMILES: [Cl-:33].[Cl:11][c:12]1[cH:13][c:14]2[c:18]([cH:19][cH:20]1)[NH:17][C:16](=[O:21])[C:15]2([OH:22])[c:23]1[c:24]([O:31][CH3:32])[n:25][c:26]([O:29][CH3:30])[n:27][cH:28]1.[Cl:35][CH2:36][Cl:37].[NH4+:34].[S:7]([Cl:8])([Cl:9])=[O:10].[cH:1]1[cH:2][cH:3][n:4][cH:5][cH:6]1>>[Cl:11][c:12]1[cH:13][c:14]2[c:18]([cH:19][cH:20]1)[NH:17][C:16](=[O:21])[C:15]2([c:23]1[c:24]([O:31][CH3:32])[n:25][c:26]([O:29][CH3:30])[n:27][cH:28]1)[Cl:33]. Reactants: COC1=C(C=CC=C1)N=C=S (2-methoxyphenylisothiocyanate), C(C)OC(CN)OCC (aminoacetaldehyde-diethylacetal), Cl (hydrochloric acid). Solvent: C1(=CC=CC=C1)C (toluene), C1(=CC=CC=C1)C (toluene). Run at time 30 minute. Yields the product COC1=C(C=CC=C1)N1C(NCC1)=S (1-(2-methoxyphenyl)imidazoline-2-thione). Isolated yield 60.4%. RXN SMILES: C(O[CH:4](OCC)[CH2:5][NH2:6])C.[CH3:10][O:11][C:12]1[CH:17]=[CH:16][CH:15]=[CH:14][C:13]=1[N:18]=[C:19]=[S:20].Cl>C1(C)C=CC=CC=1>[CH3:10][O:11][C:12]1[CH:17]=[CH:16][CH:15]=[CH:14][C:13]=1[N:18]1[CH2:4][CH2:5][NH:6][C:19]1=[S:20]. Procedure: 8.8 ml (0.065 mol) of aminoacetaldehyde-diethylacetal diluted in 15 ml of toluene are added, under nitrogen, to a solution of 10 g (0.065 mol) of 2-methoxyphenylisothiocyanate in 105 ml of toluene. The reaction mixture is stirred for 1 h 30 min at room temperature. 2.75 ml (0.030 mol) of hydrochloric acid at 35% are added and the mixture is stirred for 2 hours under reflux. The mixture is concentrated and water is added and the precipitate is triturated. The product is drained, washed with an et... Starting materials: COC1=CC(CCC1(C)C)=O (3-Methoxy-4,4-dimethyl-2-cyclohexen-I -one), N (ammonia). Reaction conditions: temperature 100 celsius. The product is NC1=CC(CCC1(C)C)=O (3-amino-4.4-dimethyl-2-cyclohexen-1-one). As a reaction SMILES: CO[C:3]1[C:8]([CH3:10])([CH3:9])[CH2:7][CH2:6][C:5](=[O:11])[CH:4]=1.[NH3:12]>>[NH2:12][C:3]1[C:8]([CH3:10])([CH3:9])[CH2:7][CH2:6][C:5](=[O:11])[CH:4]=1. Procedure: 3-Methoxy-4,4-dimethyl-2-cyclohexen-I -one in condensed anhydrous ammonia (50 mL) was heated at 100 ° C. (850 psi) for 34 hours. Ammonia was removed by evaporation, the residue dissolved in ethyl acetate (5 mL) and filtered through Florisil to provide 1,14 g of the title compound as a pale tan oil. The reactants are ClC=1C=C(C=CC1F)C1=CN=C2N1C=CC(=C2F)C(C)(C)O (2-[3-(3-Chloro-4-fluorophenyl)-8-fluoroimidazo[1,2-α]pyridin-7-yl]-propan-2-ol), C1=NC=CC=2C(=CC=CC12)B(O)O (isoquinoline-5-boronic acid). Yields the product FC=1C=2N(C=CC1C(C)(C)O)C(=CN2)C2=CC(=C(C=C2)F)C2=C1C=CN=CC1=CC=C2 (2-{8-fluoro-3-[4-fluoro-3-(isoquinolin-5-yl)phenyl]imidazo[1,2-α]pyridin-7-yl}propan-2-ol). Isolated yield 5.0%. Reaction SMILES: Cl[C:2]1[CH:3]=[C:4]([C:9]2[N:13]3[CH:14]=[CH:15][C:16]([C:19]([OH:22])([CH3:21])[CH3:20])=[C:17]([F:18])[C:12]3=[N:11][CH:10]=2)[CH:5]=[CH:6][C:7]=1[F:8].[CH:23]1[C:32]2[CH:31]=[CH:30][CH:29]=[C:28](B(O)O)[C:27]=2[CH:26]=[CH:25][N:24]=1>>[F:18][C:17]1[C:12]2[N:13]([C:9]([C:4]3[CH:5]=[CH:6][C:7]([F:8])=[C:2]([C:28]4[CH:29]=[CH:30][CH:31]=[C:32]5[C:27]=4[CH:26]=[CH:25][N:24]=[CH:23]5)[CH:3]=3)=[CH:10][N:11]=2)[CH:14]=[CH:15][C:16]=1[C:19]([OH:22])([CH3:21])[CH3:20]. Procedure details: 2-[3-(3-Chloro-4-fluorophenyl)-8-fluoroimidazo[1,2-α]pyridin-7-yl]-propan-2-ol and isoquinoline-5-boronic acid were coupled in the same way as in Example 30 to give 2-{8-fluoro-3-[4-fluoro-3-(isoquinolin-5-yl)phenyl]imidazo[1,2-α]pyridin-7-yl}propan-2-ol as an off-white solid (7 mg, 5%): m/z (ES+) 416 [MH+]. Reactants: COC(=O)C(C)(C)Cc1ncc(-c2cc(C)cc(Nc3nccc(C(F)(F)F)n3)c2)s1, CO, [K+], [OH-]. Product: Cc1cc(Nc2nccc(C(F)(F)F)n2)cc(-c2cnc(CC(C)(C)C(=O)O)s2)c1. As a reaction SMILES: [CH3:1][C:2]([C:3](=[O:4])[O:5][CH3:6])([CH2:7][c:8]1[s:9][c:10](-[c:13]2[cH:14][c:15]([CH3:30])[cH:16][c:17]([NH:19][c:20]3[n:21][cH:22][cH:23][c:24]([C:26]([F:27])([F:28])[F:29])[n:25]3)[cH:18]2)[cH:11][n:12]1)[CH3:31].[CH3:34][OH:35].[K+:33].[OH-:32]>>[CH3:1][C:2]([C:3](=[O:4])[OH:5])([CH2:7][c:8]1[s:9][c:10](-[c:13]2[cH:14][c:15]([CH3:30])[cH:16][c:17]([NH:19][c:20]3[n:21][cH:22][cH:23][c:24]([C:26]([F:27])([F:28])[F:29])[n:25]3)[cH:18]2)[cH:11][n:12]1)[CH3:31].